This data is from the Open Reaction Database (ORD), a public repository of structured organic reaction records. The task is: describe an organic reaction: reactants, conditions, products, and yield Starting materials: BrC=1C(=NC(=NC1)Cl)Cl (5-bromo-2,4-dichloropyrimidine), CCOC(=O)C (EtOAc), [H-].[Na+] (NaH), O(CC)C1=C(C=CC=C1)O (2-ethoxylphenol). The solvent is CC#N (MeCN), CN(C)C=O (DMF), CC#N (MeCN). Conditions: time 24 hour. The product is BrC=1C(=NC(=NC1)Cl)OC1=C(C=CC=C1)OCC (5-bromo-2-chloro-4-(2-ethoxyphenoxy)pyrimidine). Reaction SMILES: [H-].[Na+].[O:3]([C:6]1[CH:11]=[CH:10][CH:9]=[CH:8][C:7]=1[OH:12])[CH2:4][CH3:5].[Br:13][C:14]1[C:15](Cl)=[N:16][C:17]([Cl:20])=[N:18][CH:19]=1.CCOC(C)=O>CN(C=O)C.CC#N>[Br:13][C:14]1[C:15]([O:12][C:7]2[CH:8]=[CH:9][CH:10]=[CH:11][C:6]=2[O:3][CH2:4][CH3:5])=[N:16][C:17]([Cl:20])=[N:18][CH:19]=1 |f:0.1|. Procedure: To a suspension of NaH (0.42 g 60% in mineral oil, 10.5 mmol) in DMF (8.0 mL) was slowly added 2-ethoxylphenol (1.34 g, 9.7 mmol) in MeCN (4.0 mL) at 0° C. under N2. After the addition, the reaction mixture was allowed to warm up to room temperature for 0.5 hour. 5-bromo-2,4-dichloropyrimidine (2.0 g, 8.8 mmol) in MeCN (16.0 mL) was slowly added and then the resulting reaction mixture was stirred at room temperature for 24 hour. EtOAc (120 mL) was added and washed with NaOH (30 mL, 0.5N) and bri... Reactants: CCO, CS(C)=O, COS(=O)(=O)[O-], Cc1nc2c3cccc(Cl)c3ccn2c1C[N+](C)(C)C, c1c[nH]cn1. The product is Cc1nc2c3cccc(Cl)c3ccn2c1Cc1ncc[nH]1. RXN SMILES: [CH3:1][CH2:2][OH:3].[CH3:35][S:36](=[O:37])[CH3:38].[CH3:4][O:5][S:6]([O-:7])(=[O:8])=[O:9].[Cl:10][c:11]1[c:12]2[cH:13][cH:14][n:15]3[c:16]([c:17]2[cH:18][cH:19][cH:20]1)[n:21][c:22]([CH3:29])[c:23]3[CH2:24][N+:25]([CH3:26])([CH3:27])[CH3:28].[nH:30]1[cH:31][n:32][cH:33][cH:34]1>>[Cl:10][c:11]1[c:12]2[cH:13][cH:14][n:15]3[c:16]([c:17]2[cH:18][cH:19][cH:20]1)[n:21][c:22]([CH3:29])[c:23]3[CH2:24][c:31]1[nH:30][cH:34][cH:33][n:32]1. The reactants are O1[C@H](C1)COC=1C=CC2=C(N=C(S2)C)C1 (5-[((2R)oxiran-2-yl)methoxy]-2-methylbenzothiazole), ( 3 ), N1(CCNCC1)C(=O)OC(C)(C)C (tert-butyl 1-piperazinecarboxylate), ( 4 ), [Yb] (ytterbium). The solvent is C(Cl)Cl (methylene chloride). Run at time 8 hour. Yields the product O[C@H](CN1CCN(CC1)C(=O)OC(C)(C)C)COC=1C=CC2=C(N=C(S2)C)C1 (tert-butyl 4-[(2R)-2-hydroxy-3-(2-methylbenzothiazol-5-yloxy)propyl]piperazinecarboxylate). RXN SMILES: [O:1]1[CH2:3][C@@H:2]1[CH2:4][O:5][C:6]1[CH:7]=[CH:8][C:9]2[S:13][C:12]([CH3:14])=[N:11][C:10]=2[CH:15]=1.[N:16]1([C:22]([O:24][C:25]([CH3:28])([CH3:27])[CH3:26])=[O:23])[CH2:21][CH2:20][NH:19][CH2:18][CH2:17]1.[Yb]>C(Cl)Cl>[OH:1][C@@H:2]([CH2:4][O:5][C:6]1[CH:7]=[CH:8][C:9]2[S:13][C:12]([CH3:14])=[N:11][C:10]=2[CH:15]=1)[CH2:3][N:19]1[CH2:18][CH2:17][N:16]([C:22]([O:24][C:25]([CH3:28])([CH3:27])[CH3:26])=[O:23])[CH2:21][CH2:20]1. Reported procedure: To a solution of 5-[((2R)oxiran-2-yl)methoxy]-2-methylbenzothiazole, a compound of formula (3) (6.2 g, 28 mmol), and tert-butyl 1-piperazinecarboxylate, a compound of formula (4) (5.7 g, 31 mmol), in methylene chloride (200 ml), was added ytterbium (111) trifluoromethanesulfonate (1.73 g, 28 mmol). The resulting solution was allowed to stir at room temperature overnight. The solvent was evaporated (in vacuo), to yield a semi-solid, which was chromatographed on silica gel, eluting with 5% methano...